This data is from the Open Reaction Database (ORD), a public repository of structured organic reaction records. The task is: describe an organic reaction: reactants, conditions, products, and yield Procedure details: Sodium hydride (0.128 g, 60% disp. in oil) was added to a stirred solution of 2-methyl-1,2,5-thiadiazolidine 1,1-dioxide (0.433 g) in THF (10 ml). DMF (10 ml) was added and the mixture heated at 80° C. for 5 min then a solution of the product from step (i) (0.8 g) in DMF (5 ml) was added. The mixture was heated at 60° C. for 10 min, poured into water (100 ml), acidified with citric acid and extracted with ethylacetate. The organics were evaporated under reduced pressure and the residue purified ... As a reaction SMILES: [H-].[Na+].[CH3:3][N:4]1[CH2:8][CH2:7][NH:6][S:5]1(=[O:10])=[O:9].Br[C:12]1[N:17]=[C:16]([CH3:18])[C:15]([Br:19])=[CH:14][N:13]=1.C(O)(=O)CC(CC(O)=O)(C(O)=O)O>C1COCC1.CN(C=O)C.O>[Br:19][C:15]1[C:16]([CH3:18])=[N:17][C:12]([N:6]2[CH2:7][CH2:8][N:4]([CH3:3])[S:5]2(=[O:10])=[O:9])=[N:13][CH:14]=1 |f:0.1|. The product is BrC=1C(=NC(=NC1)N1S(N(CC1)C)(=O)=O)C (5-Bromo-4-methyl-2-(5-methyl-1,1-dioxido-1,2,5-thiadiazolidin-2-yl)-pyrimidine). Conditions: temperature 80 celsius. Run in O (water), CN(C)C=O (DMF), CN(C)C=O (DMF), C1CCOC1 (THF). Reactants: BrC1=NC=C(C(=N1)C)Br (2,5-Dibromo-4-methyl-pyrimidine), C(CC(O)(C(=O)O)CC(=O)O)(=O)O (citric acid), [H-].[Na+] (Sodium hydride), CN1S(NCC1)(=O)=O (2-methyl-1,2,5-thiadiazolidine 1,1-dioxide). The reactants are Cl (hydrochloric acid), BrC1=NC=C(C=C1)Br (2,5-dibromopyridine), COCC(=O)OC (methyl methoxyacetate), CCCCCC.C(CCC)[Li] (n-butyllithium hexane). Solvent: C(C)OCC (diethyl ether). Run at temperature -70 celsius, time 30 minute. Yields the product BrC1=CC=C(C=N1)C(COC)=O (1-(6-bromopyridin-3-yl)-2-methoxyethanone). The yield is 32.6%. Reaction SMILES: [Br:1][C:2]1[CH:7]=[CH:6][C:5](Br)=[CH:4][N:3]=1.CCCCCC.C([Li])CCC.[CH3:20][O:21][CH2:22][C:23](OC)=[O:24].Cl>C(OCC)C>[Br:1][C:2]1[N:3]=[CH:4][C:5]([C:23](=[O:24])[CH2:22][O:21][CH3:20])=[CH:6][CH:7]=1 |f:1.2|. Procedure: To a suspension of 2,5-dibromopyridine (50.0 g) in diethyl ether (1 L) was added under nitrogen atmosphere a 1.6M n-butyllithium hexane solution (140 mL) at −70° C. over 20 min. The reaction mixture was stirred at −70° C. for 30 min, methyl methoxyacetate (44.0 g) was added at −70 to −45° C. over 15 min. The reaction mixture was warmed to room temperature, 2M hydrochloric acid (110 mL) was added, and the diethyl ether layer was separated. The aqueous layer was extracted with ethyl acetate, the e... Reactants: Cl.ClCC1=C2C=CC=NC2=C(C=C1)O (5-chloromethyl-8-hydroxyquinoline hydrochloride), [NH4+].[OH-] (NH4OH). The solvent is O (H2O). Yields the product OCC1=C2C=CC=NC2=C(C=C1)O (5-hydroxymethyl-8-hydroxyquinoline). The yield is 86.8%. As a reaction SMILES: Cl.Cl[CH2:3][C:4]1[CH:13]=[CH:12][C:11]([OH:14])=[C:10]2[C:5]=1[CH:6]=[CH:7][CH:8]=[N:9]2.[NH4+].[OH-:16]>O>[OH:16][CH2:3][C:4]1[CH:13]=[CH:12][C:11]([OH:14])=[C:10]2[C:5]=1[CH:6]=[CH:7][CH:8]=[N:9]2 |f:0.1,2.3|. Procedure: In a 500 ml Ehrlenmeyer flask with a magnetic stirrer, 23 grams (0.1 moles) of 5-chloromethyl-8-hydroxyquinoline hydrochloride and 200 ml of H2O were stirred, producing a bright yellow solution. NH4OH (7.0 grams; 0.2 moles) in concentrated form was added slowly. The color of the solution changed to amber. As the pH approached neutral, the color disappeared, and a precipitate formed. The precipitate was filtered, washed with water, and oven dried at 105° C. After drying, 15.2 grams (87% yield) of... Reactants: [Ba+2], Cc1ccccc1, O=C(Cl)c1cc(F)c(Cl)c(Cl)c1Cl, [H][H], [Pd], O=S(=O)([O-])[O-]. The product is O=Cc1cc(F)c(Cl)c(Cl)c1Cl. As a reaction SMILES: [Ba+2:19].[CH3:23][c:24]1[cH:25][cH:26][cH:27][cH:28][cH:29]1.[Cl:1][c:2]1[c:3]([C:4](=[O:5])[Cl:6])[cH:7][c:8]([F:13])[c:9]([Cl:12])[c:10]1[Cl:11].[H:20][H:21].[Pd:22].[S:14]([O-:15])([O-:16])(=[O:17])=[O:18]>>[Cl:1][c:2]1[c:3]([CH:4]=[O:5])[cH:7][c:8]([F:13])[c:9]([Cl:12])[c:10]1[Cl:11].